From a dataset of the Open Reaction Database (ORD), a public repository of structured organic reaction records. describe an organic reaction: reactants, conditions, products, and yield The reactants are [OH-].[Na+] (sodium hydroxide), CN1C(=NC=C1)C=O (1-methylimidazol-2-aldehyde), C(#N)[BH3-].[Na+] (sodium cyanoborohydride), C(CC)N(CCC)CC1=CC=C(C=C1)NC(C1=CC=C(C=C1)CNCC1=NC=C(C=C1)C)=O (N-(4-dipropylaminomethylphenyl)-4-{[(5-methylpyridin-2-ylmethyl)amino]methyl}benzamide). Run in CO (methanol), C(C)(=O)O (acetic acid). Run at time 14 hour. Product: C(CC)N(CCC)CC1=CC=C(C=C1)NC(C1=CC=C(C=C1)CN(CC1=NC=C(C=C1)C)CC=1N(C=CN1)C)=O (N-(4-dipropylaminomethylphenyl)-4-{[(1-methyl-1H-imidazol-2-ylmethyl)-(5-methylpyridin-2-ylmethyl)-amino]-methyl}-benzamide). Reaction SMILES: [CH2:1]([N:4]([CH2:8][C:9]1[CH:14]=[CH:13][C:12]([NH:15][C:16](=[O:33])[C:17]2[CH:22]=[CH:21][C:20]([CH2:23][NH:24][CH2:25][C:26]3[CH:31]=[CH:30][C:29]([CH3:32])=[CH:28][N:27]=3)=[CH:19][CH:18]=2)=[CH:11][CH:10]=1)[CH2:5][CH2:6][CH3:7])[CH2:2][CH3:3].[CH3:34][N:35]1[CH:39]=[CH:38][N:37]=[C:36]1[CH:40]=O.C([BH3-])#N.[Na+].[OH-].[Na+]>CO.C(O)(=O)C>[CH2:1]([N:4]([CH2:8][C:9]1[CH:10]=[CH:11][C:12]([NH:15][C:16](=[O:33])[C:17]2[CH:22]=[CH:21][C:20]([CH2:23][N:24]([CH2:40][C:36]3[N:35]([CH3:34])[CH:39]=[CH:38][N:37]=3)[CH2:25][C:26]3[CH:31]=[CH:30][C:29]([CH3:32])=[CH:28][N:27]=3)=[CH:19][CH:18]=2)=[CH:13][CH:14]=1)[CH2:5][CH2:6][CH3:7])[CH2:2][CH3:3] |f:2.3,4.5|. Reported procedure: The compound (40.0 mg) obtained in Example 76-1 was dissolved in methanol (1.2 ml) and then added with 1-methylimidazol-2-aldehyde (11.9 mg) and sodium cyanoborohydride (11.3 mg). Then, the solution was adjusted to pH 5 with acetic acid and then stirred at room temperature for 14 hours. After completion of the reaction, a 1 mol/l sodium hydroxide aqueous solution was added to the reaction solution, followed by separation/extraction with chloroform. The organic layer was dried with anhydrous sodi...